Dataset: the Open Reaction Database (ORD), a public repository of structured organic reaction records. Task: describe an organic reaction: reactants, conditions, products, and yield Starting materials: NC=1C(=C(C(=C(C1I)C(=O)O)I)C(=O)O)I (5-amino-2,4,6-triiodo-1,3-benzenedicarboxylic acid), CCCCCCCCCCCC (n-dodecane). Yields the product N1=CC=CC2=CC=CC=C12 (quinoline). Yield: 95.6%. Reaction SMILES: [NH2:1]C1C(I)=C(C(O)=O)C(I)=C(C(O)=O)C=1I.CCC[CH2:20][CH2:21][CH2:22][CH2:23][CH2:24][CH2:25][CH2:26][CH2:27][CH3:28]>>[N:1]1[C:20]2[C:25](=[CH:24][CH:23]=[CH:22][CH:21]=2)[CH:26]=[CH:27][CH:28]=1. Procedure details: According to the procedure described in Example 1, the reaction is carried out with the same amounts of 5-amino-2,4,6-triiodo-1,3-benzenedicarboxylic acid using n-dodecane instead of meta-xylene, with quinoline, giving a yield of 95.6%. Reactants: O=C([O-])[O-], Cc1ccccc1, Cc1ccc([N+](=O)[O-])cc1N, Clc1ccnc(Cl)c1, [Cs+], [Cs+], CC(=O)[O-], CC(=O)[O-], [Pd+2], c1ccc(P(c2ccccc2)c2ccc3ccccc3c2-c2c(P(c3ccccc3)c3ccccc3)ccc3ccccc23)cc1. Product: Cc1ccc([N+](=O)[O-])cc1Nc1cc(Cl)ccn1. As a reaction SMILES: [C:66](=[O:67])([O-:68])[O-:69].[CH3:81][c:82]1[cH:83][cH:84][cH:85][cH:86][cH:87]1.[CH3:9][c:10]1[c:11]([NH2:12])[cH:13][c:14]([N+:17](=[O:18])[O-:19])[cH:15][cH:16]1.[Cl:1][c:2]1[n:3][cH:4][cH:5][c:6]([Cl:8])[cH:7]1.[Cs+:70].[Cs+:71].[O-:73][C:74]([CH3:75])=[O:76].[O-:77][C:78]([CH3:79])=[O:80].[Pd+2:72].[c:20]1([P:21]([c:22]2[cH:23][cH:24][cH:25][cH:26][cH:27]2)[c:28]2[cH:29][cH:30][c:31]3[c:32]([cH:33][cH:34][cH:35][cH:36]3)[c:37]2-[c:38]2[c:39]3[c:40]([cH:41][cH:42][cH:43][cH:44]3)[cH:45][cH:46][c:47]2[P:48]([c:49]2[cH:50][cH:51][cH:52][cH:53][cH:54]2)[c:55]2[cH:56][cH:57][cH:58][cH:59][cH:60]2)[cH:61][cH:62][cH:63][cH:64][cH:65]1>>[c:2]1([NH:12][c:11]2[c:10]([CH3:9])[cH:16][cH:15][c:14]([N+:17](=[O:18])[O-:19])[cH:13]2)[n:3][cH:4][cH:5][c:6]([Cl:8])[cH:7]1. RXN SMILES: [CH3:1][c:2]1[c:3]([N+:12](=[O:13])[O-:14])[c:4]([C:5]([O:6][CH3:7])=[O:8])[cH:9][cH:10][cH:11]1.[NH2:15][CH2:16][CH2:17][NH2:18]>>[CH3:1][c:2]1[c:3]([N+:12](=[O:13])[O-:14])[c:4]([C:5]2=[N:18][CH2:17][CH2:16][NH:15]2)[cH:9][cH:10][cH:11]1. Product: Cc1cccc(C2=NCCN2)c1[N+](=O)[O-]. The reactants are COC(=O)c1cccc(C)c1[N+](=O)[O-], NCCN. Starting materials: N1(CCCCC1)CC=1C=C(OCCCNC(=S)NN)C=CC1 (N-[3-[3-(1-piperidinylmethyl) phenoxy]propyl]-hydrazine carbothioamide), C1(=CC=CC=C1)N=C=O (phenyl isocyanate). The product is C1(=CC=CC=C1)NC(=O)NNC(=S)NCCCOC1=CC(=CC=C1)CN1CCCCC1 (N-Phenyl 2-[[3-[3-(1-piperidinylmethyl)phenoxy]propyl]aminothioxomethyl]-hydrazine carboxamide). Reaction SMILES: [N:1]1([CH2:7][C:8]2[CH:9]=[C:10]([CH:20]=[CH:21][CH:22]=2)[O:11][CH2:12][CH2:13][CH2:14][NH:15][C:16]([NH:18][NH2:19])=[S:17])[CH2:6][CH2:5][CH2:4][CH2:3][CH2:2]1.[C:23]1([N:29]=[C:30]=[O:31])[CH:28]=[CH:27][CH:26]=[CH:25][CH:24]=1>>[C:23]1([NH:29][C:30]([NH:19][NH:18][C:16]([NH:15][CH2:14][CH2:13][CH2:12][O:11][C:10]2[CH:20]=[CH:21][CH:22]=[C:8]([CH2:7][N:1]3[CH2:6][CH2:5][CH2:4][CH2:3][CH2:2]3)[CH:9]=2)=[S:17])=[O:31])[CH:28]=[CH:27][CH:26]=[CH:25][CH:24]=1. Procedure: The compound is prepared by a method analogous to that of Example 9 from N-[3-[3-(1-piperidinylmethyl) phenoxy]propyl]-hydrazine carbothioamide and phenyl isocyanate. The analytical values are summarized in Table I. Yields the product ClCCCS(=O)(=O)NCC(CSCCCCCCCCCCCCCCCC)COC (3-(3-chloropropylsulfonylamino)-1-hexadecylthio-2-methoxymethylpropane). Starting materials: C(C)(C)(C)OC(=O)NC(CN)COC(NCCCCCCCCCCCCCCCCCC)=O (2-tert-Butoxycarbonylamino-3-octadecylcarbamoyloxypropylamine), ClCCCS(=O)(=O)NCC(CSCCCCCCCCCCCCCCCC)OC (3-(3-chloropropylsulfonylamino)-1-hexadecylthio-2-methoxypropane). Procedure details: 3-Hexadecylthio-2-methoxymethylpropylamine IV k3 is allowed to react and worked up by the same procedure as described in (4). m.p. 41.5°-43° C. The summary of the experimental condition and the physical data of the product are listed in Table 7. Reaction SMILES: [C:1]([O:5][C:6](NC(COC(=O)NCCCCCCCCCCCCCCCCCC)CN)=O)(C)(C)C.[Cl:35][CH2:36][CH2:37][CH2:38][S:39]([NH:42][CH2:43][CH:44](OC)[CH2:45][S:46][CH2:47][CH2:48][CH2:49][CH2:50][CH2:51][CH2:52][CH2:53][CH2:54][CH2:55][CH2:56][CH2:57][CH2:58][CH2:59][CH2:60][CH2:61][CH3:62])(=[O:41])=[O:40]>>[Cl:35][CH2:36][CH2:37][CH2:38][S:39]([NH:42][CH2:43][CH:44]([CH2:1][O:5][CH3:6])[CH2:45][S:46][CH2:47][CH2:48][CH2:49][CH2:50][CH2:51][CH2:52][CH2:53][CH2:54][CH2:55][CH2:56][CH2:57][CH2:58][CH2:59][CH2:60][CH2:61][CH3:62])(=[O:40])=[O:41]. The product is N1=CN=CC=C1.[Li+].C(F)(F)(F)S(=O)(=O)[N-]S(=O)(=O)C(F)(F)F (pyrimidine LiTFSI). Reaction conditions: temperature 40 celsius, time 1 hour. The reactants are N1=CN=CC=C1 (pyrimidine), [Li+].C(F)(F)(F)S(=O)(=O)[N-]S(=O)(=O)C(F)(F)F (LiTFSI). Procedure details: 10 g of purified pyrimidine and 11.94 g of LiTFSI were put into a round bottom flask and slowly stirred for 1 hour under a nitrogen circumstance of 40° C., thereby obtaining 21.5 g of pyrimidine-LiTFSI eutectic mixture. As a reaction SMILES: [N:1]1[CH:6]=[CH:5][CH:4]=[N:3][CH:2]=1.[Li+:7].[C:8]([S:12]([N-:15][S:16]([C:19]([F:22])([F:21])[F:20])(=[O:18])=[O:17])(=[O:14])=[O:13])([F:11])([F:10])[F:9]>>[N:1]1[CH:6]=[CH:5][CH:4]=[N:3][CH:2]=1.[Li+:7].[C:19]([S:16]([N-:15][S:12]([C:8]([F:11])([F:10])[F:9])(=[O:14])=[O:13])(=[O:17])=[O:18])([F:21])([F:20])[F:22] |f:1.2,3.4.5|. Isolated yield 140.8%.